Dataset: the Open Reaction Database (ORD), a public repository of structured organic reaction records. Task: describe an organic reaction: reactants, conditions, products, and yield Reactants: NC1=NC=CC=C1.C(CCCCCCCCCCC)(=O)[O-].C(CCCCCCCCCCC)(=O)[O-].C(CCC)[Sn+2]CCCC (2-aminopyridine dibutyl tin dilaurate), C1(=CC=CC=C1)N=C=O (phenyl isocyanate). Reagents/catalysts: catalyst. Solvent: C1(=CC=CC=C1)C (toluene), Petroleum ether. The product is N1=C(C=CC=C1)NC(=O)NC1=CC=CC=C1 (N-(2-pyridyl)-N'-phenyl urea). RXN SMILES: [NH2:1][C:2]1[CH:7]=[CH:6][CH:5]=[CH:4][N:3]=1.C([O-])(=O)CCCCCCCCCCC.C([O-])(=O)CCCCCCCCCCC.C([Sn+2]CCCC)CCC.[C:45]1([N:51]=[C:52]=[O:53])[CH:50]=[CH:49][CH:48]=[CH:47][CH:46]=1>C1(C)C=CC=CC=1>[N:3]1[CH:4]=[CH:5][CH:6]=[CH:7][C:2]=1[NH:1][C:52]([NH:51][C:45]1[CH:50]=[CH:49][CH:48]=[CH:47][CH:46]=1)=[O:53] |f:0.1.2.3|. Procedure: 29.04 g of a catalyst mixture of 2-aminopyridine/dibutyl tin dilaurate (molar ratio 1:1) in 37 ml of toluene are reacted with 4.76 g of phenyl isocyanate at room temperature. Petroleum ether is added to the resulting suspension after 11/2 hours and the colorless precipitate is suction filtered. 7 g of N-(2-pyridyl)-N'-phenyl urea, m.p. 186°-188° C. are isolated. The reactants are C(CCC)C1=CC2=NC(=CC(=C2O1)Cl)C (2-butyl-7-chloro-5-methylfurano [3,2-b]pyridine), N1CCCCC1 (piperidine), C(=O)([O-])[O-].[K+].[K+] (K2CO3). The solvent is O (H2O). Reaction conditions: temperature 100 celsius, time 16 hour. Yields the product C(CCC)C1=CC2=NC(=CC(=C2O1)N1CCCCC1)C (2-butyl-5-methyl-7-piperidylfurano[3,2-b]pyridine). The yield is 78.5%. Reaction SMILES: [CH2:1]([C:5]1[O:13][C:12]2[C:7](=[N:8][C:9]([CH3:15])=[CH:10][C:11]=2Cl)[CH:6]=1)[CH2:2][CH2:3][CH3:4].[NH:16]1[CH2:21][CH2:20][CH2:19][CH2:18][CH2:17]1.C([O-])([O-])=O.[K+].[K+]>O>[CH2:1]([C:5]1[O:13][C:12]2[C:7](=[N:8][C:9]([CH3:15])=[CH:10][C:11]=2[N:16]2[CH2:21][CH2:20][CH2:19][CH2:18][CH2:17]2)[CH:6]=1)[CH2:2][CH2:3][CH3:4] |f:2.3.4|. Procedure: To a mixture of 2-butyl-7-chloro-5-methylfurano [3,2-b]pyridine (Example 229(c)) (329 mg, 1.45 mmol) and piperidine (3 mL, 30.4 mmol) was added a mixture of K2CO3 (0.85 g, 5.8 mmol) in H2O (1 mL). Mixture stirred at 100° C. under N2 for 16 h. After cooling, the reaction mixture was concentrated. The residue was diluted with H2O (70 mL) and Et2O (50 mL). The mixture was transferred to a separatory funnel and the organic solution was collected. The aqueous solution was washed with Et2O (2×40 mL). ... The reactants are NC1(CCC1)C1=CC=C(C=C1)C1=NC=2CCCC(C2C=C1C1=CC=CC=C1)=O (2-(4-(1-aminocyclobutyl)phenyl)-3-phenyl-7,8-dihydroquinolin-5(6H)-one), C(C)(C)(C)OC(NC1(CCC1)C1=CC=C(C=C1)C=1C(=CC2=C(OCC(N2CC#N)=O)N1)C1=CC=CC=C1)=O (tert-butyl(1-(4-(1-(cyanomethyl)-2-oxo-7-phenyl-2,3-dihydro-1H-pyrido[2,3-b][1,4]oxazin-6-yl)phenyl)cyclobutyl)carbamate). Yields the product NC1(CCC1)C1=CC=C(C=C1)C=1C(=CC2=C(OCC(N2CC#N)=O)N1)C1=CC=CC=C1 (2-(6-(4(1-aminocyclobutyl)phenyl)-2-oxo-7-phenyl-2,3-dihydro-1H-pyrido[2,3-b][1,4]oxazin-1-yl)acetonitrile). Isolated yield 73.1%. As a reaction SMILES: NC1(C2C=CC(C3C(C4C=CC=CC=4)=CC4C(=O)CCCC=4N=3)=CC=2)CCC1.C(OC(=O)[NH:35][C:36]1([C:40]2[CH:45]=[CH:44][C:43]([C:46]3[C:47]([C:60]4[CH:65]=[CH:64][CH:63]=[CH:62][CH:61]=4)=[CH:48][C:49]4[N:54]([CH2:55][C:56]#[N:57])[C:53](=[O:58])[CH2:52][O:51][C:50]=4[N:59]=3)=[CH:42][CH:41]=2)[CH2:39][CH2:38][CH2:37]1)(C)(C)C>>[NH2:35][C:36]1([C:40]2[CH:41]=[CH:42][C:43]([C:46]3[C:47]([C:60]4[CH:61]=[CH:62][CH:63]=[CH:64][CH:65]=4)=[CH:48][C:49]4[N:54]([CH2:55][C:56]#[N:57])[C:53](=[O:58])[CH2:52][O:51][C:50]=4[N:59]=3)=[CH:44][CH:45]=2)[CH2:39][CH2:38][CH2:37]1. Procedure details: Following the procedure for 2-(4-(1-aminocyclobutyl)phenyl)-3-phenyl-7,8-dihydroquinolin-5(6H)-one, tert-butyl(1-(4-(1-(cyanomethyl)-2-oxo-7-phenyl-2,3-dihydro-1H-pyrido[2,3-b][1,4]oxazin-6-yl)phenyl)cyclobutyl)carbamate (6 mg, 0.02 mmol) was reacted to afford the title compound (6 mg, quantitative). LCMS (Method A): RT=3.95 min, M+2H+=412. 1H NMR (500 MHz, MeOD): 7.69 (1H,S), 7.43 (2H, d), 7.38 (2H, d), 7.31-7.30 (3H, m), 7.25-7.24 (m, 2H), 5.13 (2H, s), 5.03 (2H, s), 2.77-2.72 (m, 2H), 2.59-2....